This data is from the Open Reaction Database (ORD), a public repository of structured organic reaction records. The task is: describe an organic reaction: reactants, conditions, products, and yield Starting materials: FC(C(=O)OC)[C@@H]1C=CC[C@H]1O (Methyl fluoro[(1R,5R)-5-hydroxycyclopent-2-en-1-yl]acetate), CC(C)(C)OO (TBHP), CC(C)(C)OO (TBHP). Reagents/catalysts: C/C(=C\C(=O)C)/O.C/C(=C\C(=O)C)/O.O=[V] (vanadyl acetylacetonate). Run in C1(=CC=CC=C1)C (toluene). Reaction conditions: temperature 14 celsius, time 2 hour. Yields the product FC(C(=O)OC)[C@@H]1[C@H]2O[C@H]2C[C@H]1O (Methyl fluoro[(1R,2S,3R,5S)-3-hydroxy-6-oxabicyclo[3.1.0]hex-2-yl]acetate). RXN SMILES: [F:1][CH:2]([C@H:7]1[C@H:11]([OH:12])[CH2:10][CH:9]=[CH:8]1)[C:3]([O:5][CH3:6])=[O:4].CC([O:17]O)(C)C>C1(C)C=CC=CC=1.C/C(/O)=C\C(C)=O.C/C(/O)=C\C(C)=O.O=[V]>[F:1][CH:2]([C@H:7]1[C@H:8]([OH:17])[CH2:9][C@H:10]2[C@@H:11]1[O:12]2)[C:3]([O:5][CH3:6])=[O:4] |f:3.4.5|. Reported procedure: To a solution of olefin 2 (1.92 kg, 11.0 mol) in toluene (4.83 L) was added vanadyl acetylacetonate (VO(acac)2, 58.3 g, 0.22 mol) at 0° C. After a solution of TBHP (5.7 M in decane, 38.6 mL) was added to the solution at 0° C., the resulting suspension was allowed to warm to 14° C. Additional solution of TBHP (5.7 M in decane, 4.36 L) was slowly added to the reaction mixture over 50 min while maintaining the batch temperature between 14-28° C. The resulting suspension was stirred for another 2 h,... Starting materials: ClC=1C=CC=C2C=C(NC12)B1OC(C(O1)(C)C)(C)C (7-chloro-2-(4,4,5,5-tetramethyl-[1,3,2]dioxaborolan-2-yl)-1H-indole), C(C)OC=1C=CC=C2C=CNC12 (7-ethoxy-1H-indole). Product: C(C)OC=1C=CC=C2C=C(NC12)B1OC(C(O1)(C)C)(C)C (7-Ethoxy-2-(4,4,5,5-tetramethyl-[1,3,2]dioxaborolan-2-yl)-1H-indole). As a reaction SMILES: Cl[C:2]1[CH:3]=[CH:4][CH:5]=[C:6]2[C:10]=1[NH:9][C:8]([B:11]1[O:15][C:14]([CH3:17])([CH3:16])[C:13]([CH3:19])([CH3:18])[O:12]1)=[CH:7]2.[CH2:20]([O:22]C1C=CC=C2C=1NC=C2)[CH3:21]>>[CH2:20]([O:22][C:2]1[CH:3]=[CH:4][CH:5]=[C:6]2[C:10]=1[NH:9][C:8]([B:11]1[O:15][C:14]([CH3:17])([CH3:16])[C:13]([CH3:19])([CH3:18])[O:12]1)=[CH:7]2)[CH3:21]. Reported procedure: Prepared according to a procedure analogous to that described for 7-chloro-2-(4,4,5,5-tetramethyl-[1,3,2]dioxaborolan-2-yl)-1H-indole using 7-ethoxy-1H-indole. The reactants are C(C=C)(=O)OC1=CC=C(C=C1)C1=C(C(=CC=C1)F)F (2,3-difluorobiphenyl-4'-yl acrylate), FC1=C(C=CC(=C1)Br)O (2-fluoro-4-bromophenol), C1=CC(=CC=C1O)Br (p-bromophenol). Product: BrC1=CC(=C(C=C1)OCOC)F (methoxymethy 4-bromo-2-fluorophenyl ether). Isolated yield 86.4%. Reaction SMILES: [C:1]([O:5][C:6]1C=CC(C2C=CC=C(F)C=2F)=CC=1)(=O)C=C.[F:20][C:21]1[CH:26]=[C:25]([Br:27])[CH:24]=[CH:23][C:22]=1[OH:28].C1C(O)=CC=C(Br)C=1>>[Br:27][C:25]1[CH:24]=[CH:23][C:22]([O:28][CH2:1][O:5][CH3:6])=[C:21]([F:20])[CH:26]=1. Procedure: The same procedure as in the synthesis (a) of Example 1 was repeated except that 43.9 g of 2-fluoro-4-bromophenol were used instead of 40 g of p-bromophenol to give 46.7 g (Y., 86.4%) of methoxymethy 4-bromo-2-fluorophenyl ether. GC; 97.2% b.p.; 118°-120° C./14 mmHg